Dataset: the Open Reaction Database (ORD), a public repository of structured organic reaction records. Task: describe an organic reaction: reactants, conditions, products, and yield Reactants: ClC1=CC=C2C(C(NC2=C1)=O)=O (6-chloroisatin), COC=1C=C(C=C(C1)OC)[Mg]Br (3,5-dimethoxyphenyl magnesium bromide). Run in O1CCCC1 (tetrahydrofuran), O1CCCC1 (tetrahydrofuran). Conditions: temperature -25 celsius, time 2 hour. Yields the product ClC1=CC=C2C(C(NC2=C1)=O)(O)C1=CC(=CC(=C1)OC)OC (rac-6-chloro-3-(3,5-dimethoxy-phenyl)-3-hydroxy-1,3-dihydro-indol-2-one). Reaction SMILES: [CH3:1][O:2][C:3]1[CH:4]=[C:5]([Mg]Br)[CH:6]=[C:7]([O:9][CH3:10])[CH:8]=1.[Cl:13][C:14]1[CH:22]=[C:21]2[C:17]([C:18](=[O:24])[C:19](=[O:23])[NH:20]2)=[CH:16][CH:15]=1>O1CCCC1>[Cl:13][C:14]1[CH:22]=[C:21]2[C:17]([C:18]([C:5]3[CH:4]=[C:3]([O:2][CH3:1])[CH:8]=[C:7]([O:9][CH3:10])[CH:6]=3)([OH:24])[C:19](=[O:23])[NH:20]2)=[CH:16][CH:15]=1. Reported procedure: A solution of 3,5-dimethoxyphenyl magnesium bromide in tetrahydrofuran (1.0 M, 6.9 mmol) (Aldrich) was added dropwise with magnetic stirring to a suspension of 6-chloroisatin (0.5 g, 2.76 mmol) in tetrahydrofuran (14 mL) under argon with cooling in a −25° C. bath at such a rate that reaction temperature was kept below −10° C. Cooling bath was then removed and mixture was allowed to warm to room temperature. After stirring for an additional 2 hours, 15% aqueous ammonium chloride solution and wate... Yield: 32.3%. Reactants: C1(=CC=CC=C1)C(=CCOCCO)C1=CC=CC=C1 (2-(3,3-diphenyl-2-propen-1-yloxy)ethanol), C(CCC)[Li] (n-butyllithium), N1C[C@@H](CCC1)C(=O)OCC (Ethyl (R)-3-piperidinecarboxylate), C([O-])([O-])=O.[K+].[K+] (potassium carbonate), C1(=CC=C(C=C1)S(=O)(=O)Cl)C (p-toluenesulphonyl chloride). Reaction SMILES: [C:1]1([C:7]([C:14]2[CH:19]=[CH:18][CH:17]=[CH:16][CH:15]=2)=[CH:8][CH2:9][O:10][CH2:11][CH2:12]O)[CH:6]=[CH:5][CH:4]=[CH:3][CH:2]=1.C([Li])CCC.C1(C)C=CC(S(Cl)(=O)=O)=CC=1.[NH:36]1[CH2:41][CH2:40][CH2:39][C@@H:38]([C:42]([O:44][CH2:45][CH3:46])=[O:43])[CH2:37]1.C(=O)([O-])[O-].[K+].[K+]>C1COCC1.O>[CH2:45]([O:44][C:42]([C@@H:38]1[CH2:39][CH2:40][CH2:41][N:36]([CH2:12][CH2:11][O:10][CH2:9][CH:8]=[C:7]([C:1]2[CH:2]=[CH:3][CH:4]=[CH:5][CH:6]=2)[C:14]2[CH:15]=[CH:16][CH:17]=[CH:18][CH:19]=2)[CH2:37]1)=[O:43])[CH3:46] |f:4.5.6|. The solvent is O (water), hexanes, C1CCOC1 (THF). Product: C(C)OC(=O)[C@H]1CN(CCC1)CCOCC=C(C1=CC=CC=C1)C1=CC=CC=C1 ((R)-N-(2-(3,3-Diphenyl-2-propen-1-yloxy)ethyl)-3-piperidinecarboxylic acid ethyl ester). Run at temperature 10 celsius, time 0.5 hour. Procedure: A solution of 2-(3,3-diphenyl-2-propen-1-yloxy)ethanol (3.0 g, 11.8 mmol) in dry THF (30 ml) kept under a nitrogen atmosphere was cooled to 10° C. and a solution of n-butyllithium in hexanes (5.0 ml, 2.5 M) was added dropwise. The reaction mixture was stirred for 0.5 h at room temperature and p-toluenesulphonyl chloride (2.3 g, 12.1 mmol) was added. The mixture was stirred at room temperature for 1 h. Ethyl (R)-3-piperidinecarboxylate (2.7 g, 17.7 mmol) and potassium carbonate (2.5 g, 17.7 mmol)... Starting materials: O (water), ClCC1=CC=C(C=C1)CNC(C)=O (N-(4-chloromethylphenylmethyl) acetamide), N1=CC=C(C=C1)N1CCNCC1 (1-(pyridin-4-yl)piperazine), C([O-])([O-])=O.[K+].[K+] (potassium carbonate). The solvent is CN(C=O)C (dimethylformamide). Yields the product N1=CC=C(C=C1)N1CCN(CC1)CC1=CC=C(C=C1)CNC(C)=O (N-(4-((4-(Pyridin-4-yl)piperazin-1-yl)methyl)phenylmethyl)acetamide). Yield: 47.2%. Reaction SMILES: Cl[CH2:2][C:3]1[CH:8]=[CH:7][C:6]([CH2:9][NH:10][C:11](=[O:13])[CH3:12])=[CH:5][CH:4]=1.[N:14]1[CH:19]=[CH:18][C:17]([N:20]2[CH2:25][CH2:24][NH:23][CH2:22][CH2:21]2)=[CH:16][CH:15]=1.C(=O)([O-])[O-].[K+].[K+].O>CN(C)C=O>[N:14]1[CH:19]=[CH:18][C:17]([N:20]2[CH2:21][CH2:22][N:23]([CH2:2][C:3]3[CH:8]=[CH:7][C:6]([CH2:9][NH:10][C:11](=[O:13])[CH3:12])=[CH:5][CH:4]=3)[CH2:24][CH2:25]2)=[CH:16][CH:15]=1 |f:2.3.4|. Procedure details: A solution of N-(4-chloromethylphenylmethyl) acetamide (0.85 g), 1-(pyridin-4-yl)piperazine (0.64 g) and potassium carbonate (0.81 g) in dimethylformamide (10 ml) was stirred at 60-70° C. for 5 hr. The reaction mixture was poured into water and extracted with chloroform. The extract was washed with saturated brine and dried over anhydrous sodium sulfate. The solvent was evaporated and the obtained residue was purified by silica gel column chromatography (developing solvent; chloroform:methanol=9...